From a dataset of the Open Reaction Database (ORD), a public repository of structured organic reaction records. describe an organic reaction: reactants, conditions, products, and yield The reactants are intermediate 195, N(=[N+]=[N-])C[C@@H]1N(C(CC1)=O)C1=C(CNC(=O)C=2N=C3C(OCCN3C(C2OCC2=CC=CC=C2)=O)(C)C)C=CC(=C1)F ((R)-N-(2-(2-(azidomethyl)-5-oxopyrrolidin-1-yl)-4-fluorobenzyl)-3-(benzyloxy)-9,9-dimethyl-4-oxo-4,6,7,9-tetrahydropyrimido[2,1-c][1,4]oxazine-2-carboxamide). Reagents/catalysts: [Pd] (Pd—C). Product: NC[C@@H]1N(C(CC1)=O)C1=C(CNC(=O)C=2N=C3C(OCCN3C(C2O)=O)(C)C)C=CC(=C1)F ((R)-N-(2-(2-(Aminomethyl)-5-oxopyrrolidin-1-yl)-4-fluorobenzyl)-3-hydroxy-9,9-dimethyl-4-oxo-4,6,7,9-tetrahydropyrimido[2,1-c][1,4]oxazine-2-carboxamide). RXN SMILES: [N:1]([CH2:4][C@H:5]1[CH2:9][CH2:8][C:7](=[O:10])[N:6]1[C:11]1[CH:41]=[C:40]([F:42])[CH:39]=[CH:38][C:12]=1[CH2:13][NH:14][C:15]([C:17]1[N:18]=[C:19]2[N:24]([C:25](=[O:35])[C:26]=1[O:27]CC1C=CC=CC=1)[CH2:23][CH2:22][O:21][C:20]2([CH3:37])[CH3:36])=[O:16])=[N+]=[N-]>[Pd]>[NH2:1][CH2:4][C@H:5]1[CH2:9][CH2:8][C:7](=[O:10])[N:6]1[C:11]1[CH:41]=[C:40]([F:42])[CH:39]=[CH:38][C:12]=1[CH2:13][NH:14][C:15]([C:17]1[N:18]=[C:19]2[N:24]([C:25](=[O:35])[C:26]=1[OH:27])[CH2:23][CH2:22][O:21][C:20]2([CH3:37])[CH3:36])=[O:16]. Procedure: The title compound can be prepared by hydrogenolysis (H2, 10% Pd—C) of intermediate 195, (R)-N-(2-(2-(azidomethyl)-5-oxopyrrolidin-1-yl)-4-fluorobenzyl)-3-(benzyloxy)-9,9-dimethyl-4-oxo-4,6,7,9-tetrahydropyrimido[2,1-c][1,4]oxazine-2-carboxamide. 1H NMR (400 MHz, MeOD) δ ppm: 7.54 (1H, dd, J=7.0 Hz), 7.25–7.13 (2H, m), 4.62 (2H, m), 4.17 (1H, d, J=15.6 Hz), 4.07 (2H, m), 3.99 (2H, m,), 3.23 (2H, d, J=3.1 Hz), 2.79–2.59 (3H, m), 2.14 (1H, m), 1.66 (6H, s). HRMS calcd for C22H27N5O5F: 460.1996. Fo... Reactants: ClC1=C(OCC2=CC=CC=C12)C=O (4-chloro-1H-isochromene-3-carbaldehyde), C1(=CC=CC=C1)B(O)O (phenylboronic acid), C(C)#N (ACN), C(=O)O (formic acid), K3PO4H2O. The reagents and catalysts are CC(C)C1=CC(=C(C(=C1)C(C)C)C2=C(C=CC=C2)P(C3CCCCC3)C4CCCCC4)C(C)C.[Pd] (X-phos Pd). Solvent: C1CCOC1 (THF), O (water), O (water). Run at time 8 hour. The product is Phase B, C1(=CC=CC=C1)C1=C(OCC2=CC=CC=C12)C=O (4-phenyl-1H-isochromene-3-carbaldehyde). The yield is 94.4%. RXN SMILES: [C:1]1(B(O)O)[CH:6]=[CH:5][CH:4]=[CH:3][CH:2]=1.Cl[C:11]1[C:20]2[C:15](=[CH:16][CH:17]=[CH:18][CH:19]=2)[CH2:14][O:13][C:12]=1[CH:21]=[O:22].C(#N)C.C(O)=O>C1COCC1.O.CC(C1C=C(C(C)C)C(C2C=CC=CC=2P(C2CCCCC2)C2CCCCC2)=C(C(C)C)C=1)C.[Pd]>[C:1]1([C:11]2[C:20]3[C:15](=[CH:16][CH:17]=[CH:18][CH:19]=3)[CH2:14][O:13][C:12]=2[CH:21]=[O:22])[CH:6]=[CH:5][CH:4]=[CH:3][CH:2]=1 |f:6.7|. Procedure details: X-phos Pd G2 (116 mg, 0,147 mmol) and phenylboronic acid (538 mg, 4.41 mmol) were sealed in a closed vessel equipped with a magnetic bar and oxygen removed by Ar/vacuum cycle. A degassed solution of 4-chloro-1H-isochromene-3-carbaldehyde (Intermediate G20.1, 716 mg, 3.68 mmol) in THF (8 ml) was added followed by a degassed solution of K3PO4H2O (1,795 ml, 7.36 mmol) in water (8 ml) and the resulting mixture stirred at rt overnight. The reaction mixture was partitioned between 1M HCl (15 ml) and t... Reactants: Compound 125, CN(C(=O)C=1C=CC(=C(C1)NC(=O)C=1SC=CC1C)\C=C\C1=NNC2=CC=CC=C12)C ((E)-N-{5-(N,N-dimethylcarbamoyl)-2-[2-(1H-indazol-3-yl)vinyl]phenyl}-3-methylthiophene-2-carboxamide), Cl.CO (hydrogen chloride methanol). The solvent is CO (methanol). The product is Cl.CN(C(=O)C=1C=CC(=C(C1)NC(=O)C=1SC=CC1C)\C=C\C1=NNC2=CC=CC=C12)C ((E)-N-{5-(N,N-dimethylcarbamoyl)-2-[2-(1H-indazol-3-yl)vinyl]phenyl}-3-methylthiophene-2-carboxamide hydrochloride). RXN SMILES: [CH3:1][N:2]([CH3:31])[C:3]([C:5]1[CH:6]=[CH:7][C:8](/[CH:20]=[CH:21]/[C:22]2[C:30]3[C:25](=[CH:26][CH:27]=[CH:28][CH:29]=3)[NH:24][N:23]=2)=[C:9]([NH:11][C:12]([C:14]2[S:15][CH:16]=[CH:17][C:18]=2[CH3:19])=[O:13])[CH:10]=1)=[O:4].[ClH:32].CO>CO>[ClH:32].[CH3:31][N:2]([CH3:1])[C:3]([C:5]1[CH:6]=[CH:7][C:8](/[CH:20]=[CH:21]/[C:22]2[C:30]3[C:25](=[CH:26][CH:27]=[CH:28][CH:29]=3)[NH:24][N:23]=2)=[C:9]([NH:11][C:12]([C:14]2[S:15][CH:16]=[CH:17][C:18]=2[CH3:19])=[O:13])[CH:10]=1)=[O:4] |f:1.2,4.5|. Procedure: In a similar manner to Example 115, Compound 125 (360 mg, 78%) was obtained from Compound 117, methanol (6.0 mL) and 4 mol/L hydrogen chloride-methanol solution (2.0 mL).